Dataset: the Open Reaction Database (ORD), a public repository of structured organic reaction records. Task: describe an organic reaction: reactants, conditions, products, and yield The reactants are CN, CNC(=O)c1ccc(F)cc1, CNCc1ccc(F)cc1, O=C(Cl)c1ccc(F)cc1. The product is CNC(=O)c1ccccc1. RXN SMILES: [CH3:32][NH2:33].[F:11][c:12]1[cH:13][cH:14][c:15]([C:16](=[O:17])[NH:18][CH3:19])[cH:20][cH:21]1.[F:1][c:2]1[cH:3][cH:4][c:5]([CH2:6][NH:7][CH3:8])[cH:9][cH:10]1.[F:22][c:23]1[cH:24][cH:25][c:26]([C:27]([Cl:28])=[O:29])[cH:30][cH:31]1>>[cH:12]1[cH:13][cH:14][c:15]([C:16](=[O:17])[NH:18][CH3:19])[cH:20][cH:21]1.